This data is from the Open Reaction Database (ORD), a public repository of structured organic reaction records. The task is: describe an organic reaction: reactants, conditions, products, and yield Reactants: CC1=CC=C(C=C1)S(=O)(=O)C[N+]#[C-] (TosMIC), CC1=CC=C(C=C1)S(=O)(=O)C[N+]#[C-] (TosMIC), CC(C)([O-])C.[K+] (potassium tert-butoxide), Cl (HCl), COC=1C=C2CC(C2=CC1OC)=O (3,4-dimethoxybicyclo[4.2.0]octa-1,3,5-trien-7-one), [Br-].[Li+] (lithium bromide), CC(C)([O-])C.[K+] (potassium tert-butoxide). The solvent is C1CCOC1 (THF), C1CCOC1 (THF), O (water), CO (methanol), C1CCOC1 (THF). Reaction conditions: temperature 0 celsius. Product: COC=1C=C2CC(C2=CC1OC)C#N (3,4-dimethoxybicyclo[4.2.0]octa-1,3,5-triene-7-carbonitrile). The yield is 54.0%. As a reaction SMILES: CC1C=CC(S([CH2:11][N+:12]#[C-])(=O)=O)=CC=1.CC(C)([O-])C.[K+].[CH3:20][O:21][C:22]1[CH:23]=[C:24]2[C:27](=[CH:28][C:29]=1[O:30][CH3:31])[C:26](=O)[CH2:25]2.[Br-].[Li+].Cl>C1COCC1.O.CO>[CH3:20][O:21][C:22]1[CH:23]=[C:24]2[C:27](=[CH:28][C:29]=1[O:30][CH3:31])[CH:26]([C:11]#[N:12])[CH2:25]2 |f:1.2,4.5|. Procedure details: A solution of TosMIC (0.98 g, 4.98 mmol, 2.3 eq) in THF (3 mL) is poured, over 20 minutes, into a solution of potassium tert-butoxide (1.22 g; 10.9 mmol; 5 eq) in THF (7.5 mL) stirred at 0° C. under nitrogen. Then 200 μL of methanol are added to the mixture and stirring is maintained for 30 minutes at 0° C. In parallel, 3,4-dimethoxybicyclo[4.2.0]octa-1,3,5-trien-7-one (0.39 g, 2.17 mmol, 1 eq), lithium bromide (0.19 g, 2.17 mmol, 1 eq) and THF (2.5 mL) are transferred into a second three-necked... The reactants are BrC1=CC=C(C=C1)C(C\C(=N/O)\C1=CC(=NC=C1)C)C1=C(C=C(C=C1)Cl)C ((E)-3-(4-Bromophenyl)-3-(4-chloro-2-methylphenyl)-1-(2-methylpyridin-4-yl)propan-1-one oxime), C(=O)(O)C1=CC=C(C=C1)B(O)O (4-carboxyphenylboronic acid). Product: ClC1=CC(=C(C=C1)C(C\C(\C1=CC(=NC=C1)C)=N/O)C1=CC=C(C=C1)C1=CC=C(C=C1)C(=O)O)C ((E)-4′-(1-(4-chloro-2-methylphenyl)-3-(hydroxyimino)-3-(2-methylpyridin-4-yl)propyl)biphenyl-4-carboxylic acid). As a reaction SMILES: Br[C:2]1[CH:7]=[CH:6][C:5]([CH:8]([C:20]2[CH:25]=[CH:24][C:23]([Cl:26])=[CH:22][C:21]=2[CH3:27])[CH2:9]/[C:10](/[C:13]2[CH:18]=[CH:17][N:16]=[C:15]([CH3:19])[CH:14]=2)=[N:11]\[OH:12])=[CH:4][CH:3]=1.[C:28]([C:31]1[CH:36]=[CH:35][C:34](B(O)O)=[CH:33][CH:32]=1)([OH:30])=[O:29]>>[Cl:26][C:23]1[CH:24]=[CH:25][C:20]([CH:8]([C:5]2[CH:6]=[CH:7][C:2]([C:34]3[CH:35]=[CH:36][C:31]([C:28]([OH:30])=[O:29])=[CH:32][CH:33]=3)=[CH:3][CH:4]=2)[CH2:9]/[C:10](=[N:11]\[OH:12])/[C:13]2[CH:18]=[CH:17][N:16]=[C:15]([CH3:19])[CH:14]=2)=[C:21]([CH3:27])[CH:22]=1. Procedure: In analogy to example 74, step 6, from 3-(4-bromophenyl)-3-(4-chloro-2-methylphenyl)-1-(2-methylpyridin-4-yl)propan-1-one oxime (example 138) and 4-carboxyphenylboronic acid was prepared the title compound as a light brown foam, MS (ESI+): m/z=485.162 [M+H]+. The reactants are CC1(C(=C(C1O)C1=CC=CC=C1)C1=CC=C(C=C1)S(=O)(=O)C)C (4,4-Dimethyl-3-(4-methylsulfonylphenyl)-2-phenyl-2-cyclobuten-1-ol), C(C)(C)N(CC)C(C)C (diisopropylethylamine), C1(=CC=CC=C1)N=C=O (phenylisocyanate). Solvent: C1(=CC=CC=C1)C (toluene), CCOC(=O)C (EtOAc), O (H2O). Yields the product CC1(C(=C(C1O)C1=CC=CC=C1)C1=CC=C(C=C1)S(=O)(=O)C)C.C1(=CC=CC=C1)NC([O-])=O (4,4-Dimethyl-3-(4-methylsulfonylphenyl)-2-phenyl-2-cyclobuten-1-ol N-phenylcarbamate). Reaction SMILES: [CH3:1][C:2]1([CH3:23])[CH:5]([OH:6])[C:4]([C:7]2[CH:12]=[CH:11][CH:10]=[CH:9][CH:8]=2)=[C:3]1[C:13]1[CH:18]=[CH:17][C:16]([S:19]([CH3:22])(=[O:21])=[O:20])=[CH:15][CH:14]=1.C(N(C(C)C)CC)(C)C.[C:33]1([N:39]=[C:40]=[O:41])[CH:38]=[CH:37][CH:36]=[CH:35][CH:34]=1>C1(C)C=CC=CC=1.CCOC(C)=O.O>[CH3:1][C:2]1([CH3:23])[CH:5]([OH:6])[C:4]([C:7]2[CH:8]=[CH:9][CH:10]=[CH:11][CH:12]=2)=[C:3]1[C:13]1[CH:14]=[CH:15][C:16]([S:19]([CH3:22])(=[O:21])=[O:20])=[CH:17][CH:18]=1.[C:33]1([NH:39][C:40](=[O:6])[O-:41])[CH:38]=[CH:37][CH:36]=[CH:35][CH:34]=1 |f:6.7|. Procedure: To a solution of Example 62 (150 mg) in toluene (2.3 mL) at r.t., was added diisopropylethylamine (160 μL) and phenylisocyanate (100 μL ). The mixture was refluxed for 4 hr, cooled to r.t. and diluted with EtOAc and H2O. The organic phase was washed with HCl 1N, brine, dried (MgSO4) and the solvents evaporated. The residue was purified by flash chromatography (silica gel; hexane/EtOAc (80:20 to 60:40)) to give the title compound as a white solid, m.p. 85.5°-87° C. Run in C1(=CC=CC=C1)C (toluene). The product is C(CCC)N1C(=O)N(C=2N=C(NC2C1=O)N1CCCCC1)CCCC (1,3-Di-n-butyl-8-piperidino Xanthine). Procedure: 1,3-Di-n-butyl-8-bromo xanthine (2 g, 0.0029 mol) was dissolved in toluene (50 ml). After addition of piperidine (5 g, 0.0058 mol) the mixture was refluxed for 9 hours. The reaction mixture was then extracted with water (4×30 ml), the organic layer dried over anhydrous sodium sulphate and the solvent removed in vacuo. The residue was recrystallised from ethanol to give the title product, yield 0.4 g (20%), m.pt. 221° C. Reactants: C(CCC)N1C(=O)N(C=2N=C(NC2C1=O)Br)CCCC (1,3-Di-n-butyl-8-bromo xanthine), N1CCCCC1 (piperidine). Reaction SMILES: [CH2:1]([N:5]1[C:14](=[O:15])[C:13]2[NH:12][C:11](Br)=[N:10][C:9]=2[N:8]([CH2:17][CH2:18][CH2:19][CH3:20])[C:6]1=[O:7])[CH2:2][CH2:3][CH3:4].[NH:21]1[CH2:26][CH2:25][CH2:24][CH2:23][CH2:22]1>C1(C)C=CC=CC=1>[CH2:1]([N:5]1[C:14](=[O:15])[C:13]2[NH:12][C:11]([N:21]3[CH2:26][CH2:25][CH2:24][CH2:23][CH2:22]3)=[N:10][C:9]=2[N:8]([CH2:17][CH2:18][CH2:19][CH3:20])[C:6]1=[O:7])[CH2:2][CH2:3][CH3:4]. The reactants are C(#N)C=1C=C(C=C(C1)F)B(O)O ((3-Cyano-5-fluorophenyl)boronic acid), BrC1=C(N=C(S1)C(=O)OCC)C1=CC(=C(C=C1)F)C#N (Ethyl 5-bromo-4-(3-cyano-4-fluorophenyl)-1,3-thiazole-2-carboxylate), C([O-])(O)=O.[Na+] (sodium bicarbonate). Reagents/catalysts: C=1C=CC(=CC1)[P](C=2C=CC=CC2)(C=3C=CC=CC3)[Pd]([P](C=4C=CC=CC4)(C=5C=CC=CC5)C=6C=CC=CC6)([P](C=7C=CC=CC7)(C=8C=CC=CC8)C=9C=CC=CC9)[P](C=1C=CC=CC1)(C=1C=CC=CC1)C=1C=CC=CC1 (tetrakis(triphenylphosphine)palladium). Solvent: COCCOC (DME), O (water). Yields the product C(#N)C=1C=C(C=CC1F)C=1N=C(SC1C1=CC(=CC(=C1)F)C#N)C(=O)O (4-(3-Cyano-4-fluorophenyl)-5-(3-cyano-5-fluorophenyl)-1,3-thiazole-2-carboxylic acid). Reaction SMILES: [C:1]([C:3]1[CH:4]=[C:5](B(O)O)[CH:6]=[C:7]([F:9])[CH:8]=1)#[N:2].Br[C:14]1[S:18][C:17]([C:19]([O:21]CC)=[O:20])=[N:16][C:15]=1[C:24]1[CH:29]=[CH:28][C:27]([F:30])=[C:26]([C:31]#[N:32])[CH:25]=1.C(=O)(O)[O-].[Na+]>COCCOC.O.C1C=CC([P]([Pd]([P](C2C=CC=CC=2)(C2C=CC=CC=2)C2C=CC=CC=2)([P](C2C=CC=CC=2)(C2C=CC=CC=2)C2C=CC=CC=2)[P](C2C=CC=CC=2)(C2C=CC=CC=2)C2C=CC=CC=2)(C2C=CC=CC=2)C2C=CC=CC=2)=CC=1>[C:31]([C:26]1[CH:25]=[C:24]([C:15]2[N:16]=[C:17]([C:19]([OH:21])=[O:20])[S:18][C:14]=2[C:5]2[CH:6]=[C:7]([F:9])[CH:8]=[C:3]([C:1]#[N:2])[CH:4]=2)[CH:29]=[CH:28][C:27]=1[F:30])#[N:32] |f:2.3,^1:48,50,69,88|. Reported procedure: At room temperature, 244 mg (1.48 mmol) of the boronic acid from Example 22A are added to 350 mg (0.985 mmol) of the compound from Example 29A and 56.9 mg (0.049 mmol) of tetrakis(triphenylphosphine)palladium in 26 ml of DME. 252 mg (3.01 mmol) of sodium bicarbonate in 11 ml of water are subsequently added, and the mixture is stirred under, reflux for 1 h. The reaction solution is subsequently concentrated under reduced pressure and the residue is taken up in ethyl acetate and washed with a satu...